Dataset: the Open Reaction Database (ORD), a public repository of structured organic reaction records. Task: describe an organic reaction: reactants, conditions, products, and yield Starting materials: [Al+3], COc1c(C)c(C)c(OC)c(C(O)C2OC2(C)CCCC(C)CCCC(C)CCCC(C)C)c1C, COC(C)(C)C, [H-], [H-], [H-], [H-], [Li+], O. Product: COc1c(C)c(C)c(OC)c(C(O)CC(C)(O)CCCC(C)CCCC(C)CCCC(C)C)c1C. Reaction SMILES: [Al+3:37].[CH3:1][O:2][c:3]1[c:4]([CH:14]([CH:15]2[C:16]([CH2:17][CH2:18][CH2:19][CH:20]([CH2:21][CH2:22][CH2:23][CH:24]([CH2:25][CH2:26][CH2:27][CH:28]([CH3:29])[CH3:30])[CH3:31])[CH3:32])([CH3:33])[O:34]2)[OH:35])[c:5]([CH3:13])[c:6]([O:11][CH3:12])[c:7]([CH3:10])[c:8]1[CH3:9].[CH3:43][O:44][C:45]([CH3:46])([CH3:47])[CH3:48].[H-:36].[H-:39].[H-:40].[H-:41].[Li+:38].[OH2:42]>>[CH3:1][O:2][c:3]1[c:4]([CH:14]([CH2:15][C:16]([CH2:17][CH2:18][CH2:19][CH:20]([CH2:21][CH2:22][CH2:23][CH:24]([CH2:25][CH2:26][CH2:27][CH:28]([CH3:29])[CH3:30])[CH3:31])[CH3:32])([CH3:33])[OH:34])[OH:35])[c:5]([CH3:13])[c:6]([O:11][CH3:12])[c:7]([CH3:10])[c:8]1[CH3:9]. Starting materials: FC(C=1C=C(C(=O)CC(C(=O)OC)=O)C=CC1)(F)F (methyl 3-trifluoromethylbenzoylpyruvate), ester, Cl (hydrochloric acid), N(=O)[O-].[Na+] (sodium nitrite). Run in CO (methanol). Run at time 4 hour. Yields the product FC(C=1C=C(C=CC1)C(C(C(C(=O)OC)=O)=NO)=O)(F)F (methyl 4-(3-trifluoromethylphenyl)-2,4-dioxo-3-oximinobutanoate). RXN SMILES: [F:1][C:2]([F:19])([F:18])[C:3]1[CH:4]=[C:5]([CH:15]=[CH:16][CH:17]=1)[C:6]([CH2:8][C:9](=[O:14])[C:10]([O:12][CH3:13])=[O:11])=[O:7].Cl.[N:21]([O-])=[O:22].[Na+]>CO>[F:1][C:2]([F:18])([F:19])[C:3]1[CH:4]=[C:5]([C:6](=[O:7])[C:8](=[N:21][OH:22])[C:9](=[O:14])[C:10]([O:12][CH3:13])=[O:11])[CH:15]=[CH:16][CH:17]=1 |f:2.3|. Procedure: A solution was prepared by dissolving 40 g. of methyl 3-trifluoromethylbenzoylpyruvate in 300 ml. of methanol. N2O3Gas was slowly passed into the solution over a period of four hours (until all of the ester had dissolved plus one additional hour). N2O3 gas was generated by the dropwise addition of 12N aqueous hydrochloric acid into an aqueous slurry of sodium nitrite. Next, the solvent was removed from the reaction mixture and 200 ml. of water added to the residue. The aqueous mixture was extrac... Starting materials: CN1C(C=CC(=C1)C(CC(C1=C(C=CC=C1)C)C1=CC=C(C=C1)C(=O)N1CCOCC1)=O)=O (1-methyl-5-{3-[4-(morpholine-4-carbonyl)-phenyl]-3-o-tolyl-propionyl}-1H-pyridin-2-one), Cl.NO (hydroxylamine hydrochloride), C(=O)(O)[O-].[Na+] (NaHCO3). Reaction SMILES: [CH3:1][N:2]1[CH:7]=[C:6]([C:8](=O)[CH2:9][CH:10]([C:18]2[CH:23]=[CH:22][C:21]([C:24]([N:26]3[CH2:31][CH2:30][O:29][CH2:28][CH2:27]3)=[O:25])=[CH:20][CH:19]=2)[C:11]2[CH:16]=[CH:15][CH:14]=[CH:13][C:12]=2[CH3:17])[CH:5]=[CH:4][C:3]1=[O:33].Cl.[NH2:35][OH:36].C([O-])(O)=O.[Na+]>>[OH:36]/[N:35]=[C:8](/[C:6]1[CH:5]=[CH:4][C:3](=[O:33])[N:2]([CH3:1])[CH:7]=1)\[CH2:9][CH:10]([C:18]1[CH:19]=[CH:20][C:21]([C:24]([N:26]2[CH2:27][CH2:28][O:29][CH2:30][CH2:31]2)=[O:25])=[CH:22][CH:23]=1)[C:11]1[CH:16]=[CH:15][CH:14]=[CH:13][C:12]=1[CH3:17] |f:1.2,3.4|. Procedure details: In analogy to example 151, step 3, 1-methyl-5-{3-[4-(morpholine-4-carbonyl)-phenyl]-3-o-tolyl-propionyl}-1H-pyridin-2-one was reacted with hydroxylamine hydrochloride in the presence of NaHCO3 to give the title compound as a colorless solid, MS (ESI+): m/z=460.4 [M+H]+. The product is O\N=C(/CC(C1=C(C=CC=C1)C)C1=CC=C(C=C1)C(=O)N1CCOCC1)\C=1C=CC(N(C1)C)=O (5-{1-[(E)-Hydroxyimino]-3-[4-(morpholine-4-carbonyl)-phenyl]-3-o-tolyl-propyl}-1-methyl-1H-pyridin-2-one). Starting materials: [Si](C)(C)(C(C)(C)C)O[C@@H]1C=C2C=C[C@@H]([C@@H]([C@H]2[C@H](C1)OC(C(C)(C)OC)=O)CC[C@@H]1C[C@H](CC(O1)=O)O[Si](C)(C)C(C)(C)C)C ((4R,6R)-6-([1S,2S,6S,8S,8aR]-2-{1,2,6,7,8,8a-Hexahydro-6-t-butyldimethylsilyloxy-8-[2-methoxy-2-methylpropionyloxy]-2-methyl-1-naphthyl}ethyl)tetrahydro-4-t-butyldimethylsilyloxy-2H-pyran-2-one), solution, [F-].C(CCC)[N+](CCCC)(CCCC)CCCC (tetrabutylammonium fluoride). The solvent is O1CCCC1 (tetrahydrofuran). Product: O[C@@H]1C=C2C=C[C@@H]([C@@H]([C@H]2[C@H](C1)OC(C(C)(C)OC)=O)CC[C@@H]1C[C@H](CC(O1)=O)O)C ((4R,6R)-6-([1S,2S,6S,8S,8aR]-2-{1,2,6,7,8,8a-Hexahydro-6-hydroxy-8-(2-methoxy-2-methylpropionyloxy]-2-methyl-1-naphthyl}ethyl)tetrahydro-4-hydroxy-2 H-pyran -2-one). Isolated yield 98.1%. As a reaction SMILES: [Si]([O:8][C@H:9]1[CH2:18][C@H:17]([O:19][C:20](=[O:26])[C:21]([O:24][CH3:25])([CH3:23])[CH3:22])[C@H:16]2[C:11]([CH:12]=[CH:13][C@H:14]([CH3:44])[C@@H:15]2[CH2:27][CH2:28][C@H:29]2[O:34][C:33](=[O:35])[CH2:32][C@H:31]([O:36][Si](C(C)(C)C)(C)C)[CH2:30]2)=[CH:10]1)(C(C)(C)C)(C)C.[F-].C([N+](CCCC)(CCCC)CCCC)CCC>O1CCCC1>[OH:8][C@H:9]1[CH2:18][C@H:17]([O:19][C:20](=[O:26])[C:21]([O:24][CH3:25])([CH3:22])[CH3:23])[C@H:16]2[C:11]([CH:12]=[CH:13][C@H:14]([CH3:44])[C@@H:15]2[CH2:27][CH2:28][C@H:29]2[O:34][C:33](=[O:35])[CH2:32][C@H:31]([OH:36])[CH2:30]2)=[CH:10]1 |f:1.2|. Procedure details: A procedure similar to that described in Example 2, above, was followed, but using 814 mg of (4R,6R)-6-([1S,2S,6S,8S,8aR]-2-{1,2,6,7,8,8a-hexahydro-6-t-butyldimethylsilyloxy-8-(2-methoxy-2-methylpropionyloxy]-2-methyl-1-naphthyl}ethyl)tetrahydro-4-t-butyldimethylsilyloxy-2H-pyran-2-one [prepared as described in Example 148, above] and 17.5 ml of a 1.0 molar solution of tetrabutylammonium fluoride in tetrahydrofuran, to give 518 mg of the title compound as colorless needle-like crystals, melting ... The reactants are C1(=CC=CC=C1)P(C1=CC=CC=C1)C1=CC=CC=C1 (triphenyl phosphine), ClC=1C=CC(=NC1)NC(=O)C1=C(C=CC(=C1)Cl)NC(=O)C1=CC=C(C=C1)S(=O)(=NC(C)=O)CCO (S-[4-(N-{2-[N-(5-chloro(2-pyridyl))carbamoyl]-4-chlorophenyl}carbamoyl)phenyl]-S-(2-hydroxy ethyl)-N-acetyl sulfoximide), C(Br)(Br)(Br)Br (carbon tetrabromide). Solvent: C(Cl)Cl (DCM). Yields the product ClC=1C=CC(=NC1)NC(=O)C1=C(C=CC(=C1)Cl)NC(=O)C1=CC=C(C=C1)S(=O)(=NC(C)=O)CCBr (S-[4-(N-{2-[N-(5-chloro(2-pyridyl))carbamoyl]-4-chlorophenyl}carbamoyl)phenyl]-S-(2-bromoethyl)-N-acetyl sulfoximide). The yield is 49.7%. RXN SMILES: [Cl:1][C:2]1[CH:3]=[CH:4][C:5]([NH:8][C:9]([C:11]2[CH:16]=[C:15]([Cl:17])[CH:14]=[CH:13][C:12]=2[NH:18][C:19]([C:21]2[CH:26]=[CH:25][C:24]([S:27]([CH2:33][CH2:34]O)(=[N:29][C:30](=[O:32])[CH3:31])=[O:28])=[CH:23][CH:22]=2)=[O:20])=[O:10])=[N:6][CH:7]=1.C1(P(C2C=CC=CC=2)C2C=CC=CC=2)C=CC=CC=1.C(Br)(Br)(Br)[Br:56]>C(Cl)Cl>[Cl:1][C:2]1[CH:3]=[CH:4][C:5]([NH:8][C:9]([C:11]2[CH:16]=[C:15]([Cl:17])[CH:14]=[CH:13][C:12]=2[NH:18][C:19]([C:21]2[CH:26]=[CH:25][C:24]([S:27]([CH2:33][CH2:34][Br:56])(=[N:29][C:30](=[O:32])[CH3:31])=[O:28])=[CH:23][CH:22]=2)=[O:20])=[O:10])=[N:6][CH:7]=1. Procedure: To a suspension of S-[4-(N-{2-[N-(5-chloro(2-pyridyl))carbamoyl]-4-chlorophenyl}carbamoyl)phenyl]-S-(2-hydroxy ethyl)-N-acetyl sulfoximide (90 mg, 0.000168 mol) in DCM (15 mL) was added triphenyl phosphine (44 mg, 0.000168 mol) with stirring followed by carbon tetrabromide (55 mg, 0.000168 mol) at 25-30° C. Reaction mixture was stirred at same temperature for 3 hr. Subsequent work up and column purification (100-200 mesh silica gel, 50% ethyl acetate in hexane) gave 50 mg of titled product in 50... Reactants: [N+](=O)([O-])C1=C(C=CC=C1)C=C(C)[N+](=O)[O-] (1-nitro-2-[2-nitroprop-1-en-1-yl]benzene), Cl (HCl), C1CCC2=NCCCN2CC1 (DBU), [N+](#[C-])CC(=O)OCC (ethyl isocyanoacetate). Run in C1CCOC1 (THF), C(C)(C)(C)O (tert-BuOH), CCOC(=O)C (EtOAc). Reaction conditions: temperature 70 celsius, time 1 hour. The product is CC=1C(=C(NC1)C(=O)OCC)C1=C(C=CC=C1)[N+](=O)[O-] (Ethyl 4-methyl-3-(2-nitrophenyl)-1H-pyrrole-2-carboxylate). The yield is 59.2%. Reaction SMILES: [N+:1]([C:4]1[CH:9]=[CH:8][CH:7]=[CH:6][C:5]=1[CH:10]=[C:11]([N+]([O-])=O)[CH3:12])([O-:3])=[O:2].C1CCN2C(=NCCC2)CC1.[N+:27]([CH2:29][C:30]([O:32][CH2:33][CH3:34])=[O:31])#[C-:28].Cl>C1COCC1.C(O)(C)(C)C.CCOC(C)=O>[CH3:12][C:11]1[C:10]([C:5]2[CH:6]=[CH:7][CH:8]=[CH:9][C:4]=2[N+:1]([O-:3])=[O:2])=[C:29]([C:30]([O:32][CH2:33][CH3:34])=[O:31])[NH:27][CH:28]=1. Procedure: A solution of 1-nitro-2-[2-nitroprop-1-en-1-yl]benzene (4.1 g, 19.7 mmol) in a mixture of THF (131 mL) and tert-BuOH (66 mL) was treated with DBU (4.45 mL, 29.5 mmol) and ethyl isocyanoacetate (2.67 g, 2.58 mL) added. The resulting solution was stirred for 1 h then heated to 70° C. for 4 h. The mixture was cooled and concentrated in vacuo to give a residue was taken up in EtOAc and aqueous HCl (1 N). The organic layer was separated and washed with brine then dried over Na2SO4. Filtration and sol... The reactants are C(=O)(O)[O-].[Na+] (NaHCO3), ClC1=C2C=3CCCC(C3N(C2=CC=C1Cl)C(=O)OC(C)(C)C)=O (tert-Butyl 5,6-dichloro-1-oxo-3,4-dihydro-1H-carbazole-9(2H)-carboxylate), ClC1=C2C=3CCCC(C3N(C2=CC=C1Cl)C(=O)OC(C)(C)C)=O (tert-Butyl 5,6-dichloro-1-oxo-3,4-dihydro-1H-carbazole-9(2H)-carboxylate), C(=O)(C(F)(F)F)O (TFA). Solvent: C(Cl)Cl (DCM). Conditions: temperature 0 celsius, time 1 hour. Yields the product ClC1=C2C=3CCCC(C3NC2=CC=C1Cl)=O (5,6-Dichloro-2,3,4,9-tetrahydro-1H-carbazol-1-one). Yield: 70.8%. RXN SMILES: [Cl:1][C:2]1[C:14]([Cl:15])=[CH:13][CH:12]=[C:11]2[C:3]=1[C:4]1[CH2:5][CH2:6][CH2:7][C:8](=[O:23])[C:9]=1[N:10]2C(OC(C)(C)C)=O.C(O)(C(F)(F)F)=O.C([O-])(O)=O.[Na+]>C(Cl)Cl>[Cl:1][C:2]1[C:14]([Cl:15])=[CH:13][CH:12]=[C:11]2[C:3]=1[C:4]1[CH2:5][CH2:6][CH2:7][C:8](=[O:23])[C:9]=1[NH:10]2 |f:2.3|. Reported procedure: tert-Butyl 5,6-dichloro-1-oxo-3,4-dihydro-1H-carbazole-9(2H)-carboxylate (intermediate 1b) (0.9 g, 2.5 mmol) was dissolved in DCM (15 mL), cooled to 0° C., and TFA (1.6 mL) was added. The reaction mixture was stirred at 0° C. for 1 h, neutralized with saturated NaHCO3 (20 mL) and extracted with DCM (2×20 mL). The combined organic extracts were dried over Na2SO4 and concentrated in vacuo to give the title compound as a white solid (450 mg, 70%) which was directly in the next step without further ... Reactants: COC(=O)C1C(=CC(CC1(C)C)=O)C (3,5,5-trimethyl-2-cyclohexen-1-on-4-carboxylic acid methyl ester), C([O-])(O)=O.[Na+] (sodium bicarbonate), C(OCC)(OCC)OCC (triethyl orthoformate), S(O)(O)(=O)=O (sulfuric acid). Solvent: C(C)O (ethanol). Run at time 4 hour. Product: COC(=O)C1=C(C=C(CC1(C)C)OCC)C (2,6,6-trimethyl-4-ethoxy-1,3-cyclohexadien-1-carboxylic acid methyl ester). RXN SMILES: [CH3:1][O:2][C:3]([CH:5]1[C:10]([CH3:12])([CH3:11])[CH2:9][C:8](=[O:13])[CH:7]=[C:6]1[CH3:14])=[O:4].C(OCC)(OCC)O[CH2:17][CH3:18].S(=O)(=O)(O)O.C(=O)(O)[O-].[Na+]>C(O)C>[CH3:1][O:2][C:3]([C:5]1[C:10]([CH3:11])([CH3:12])[CH2:9][C:8]([O:13][CH2:17][CH3:18])=[CH:7][C:6]=1[CH3:14])=[O:4] |f:3.4|. Reported procedure: 800 g. of crude 3,5,5-trimethyl-2-cyclohexen-1-on-4-carboxylic acid methyl ester prepared in Example 1, and 720 g. of triethyl orthoformate were mixed with 1.5 l. of anhydrous ethanol containing 4 ml. of sulfuric acid. After standing for 4 hours at room temperature, the dark blue solution was poured onto petroleum ether over a sodium bicarbonate solution. The ether layer was washed twice with water, dried over sodium sulfate, and concentrated by removing all of the ether solvent. The resulting d... Product: NC1=NC(=C(C(=N1)C=1OC=CC1)C#N)NCC1=CC=C(C=C1)C(=C)C (2-amino-4-furan-2-yl-6-(4-isopropenyl-benzylamino)-pyrimidine-5-carbonitrile). Starting materials: O (water), Cl.C(=C)(C)C1=CC=C(CN)C=C1 (4-isopropenyl-benzylamine hydrochloride), C1CCC2=NCCCN2CC1 (DBU), NC1=NC(=C(C(=N1)S(=O)C)C#N)C=1SC=CC1 (2-amino-4-methanesulfinyl-6-thiophen-2-yl-pyrimidine-5-carbonitrile). Procedure details: To a stirred suspension of 1.00 g (4.03 mmol) 2-amino-4-methanesulfinyl-6-thiophen-2-yl-pyrimidine-5-carbonitrile in 30 ml DME were added 1.48 g (8.06 mmol) 4-isopropenyl-benzylamine hydrochloride and 1.50 ml (10.1 mmol) DBU and stirring continued for 16 hours at room temperature. 100 ml water was then added and the resulting crystals collected by filtration to afford 200 mg (15%) 2-amino-4-furan-2-yl-6-(4-isopropenyl-benzylamino)-pyrimidine-5-carbonitrile as a white crystalline solid. ES-MS m/e... The solvent is COCCOC (DME). Isolated yield 15.0%. RXN SMILES: [NH2:1][C:2]1[N:7]=[C:6](S(C)=O)[C:5]([C:11]#[N:12])=[C:4]([C:13]2S[CH:15]=[CH:16][CH:17]=2)[N:3]=1.Cl.[C:19]([C:22]1[CH:29]=[CH:28][C:25]([CH2:26][NH2:27])=[CH:24][CH:23]=1)([CH3:21])=[CH2:20].C1CCN2C(=NCCC2)CC1.[OH2:41]>COCCOC>[NH2:1][C:2]1[N:3]=[C:4]([C:13]2[O:41][CH:15]=[CH:16][CH:17]=2)[C:5]([C:11]#[N:12])=[C:6]([NH:27][CH2:26][C:25]2[CH:24]=[CH:23][C:22]([C:19]([CH3:21])=[CH2:20])=[CH:29][CH:28]=2)[N:7]=1 |f:1.2|. Conditions: time 16 hour. Reactants: [BH4-], Cc1cc(C)c(CN)c(C)c1, CO, Cl, [Na+], [Na+], O=C([O-])O, O=Cc1cccc(O)c1. Yields the product Cc1cc(C)c(CNCc2cccc(O)c2)c(C)c1. As a reaction SMILES: [BH4-:21].[CH3:10][c:11]1[c:12]([CH2:13][NH2:14])[c:15]([CH3:20])[cH:16][c:17]([CH3:19])[cH:18]1.[CH3:29][OH:30].[ClH:23].[Na+:22].[Na+:28].[O-:24][C:25]([OH:26])=[O:27].[OH:1][c:2]1[cH:3][c:4]([CH:5]=[O:6])[cH:7][cH:8][cH:9]1>>[OH:1][c:2]1[cH:3][c:4]([CH2:5][NH:14][CH2:13][c:12]2[c:11]([CH3:10])[cH:18][c:17]([CH3:19])[cH:16][c:15]2[CH3:20])[cH:7][cH:8][cH:9]1.